From a dataset of the Open Reaction Database (ORD), a public repository of structured organic reaction records. describe an organic reaction: reactants, conditions, products, and yield Starting materials: C(C)OC(C(C(=O)OCC)CC1=CC=C(C2=C1C=CO2)Cl)=O (2-(7-chloro-benzofuran-4-ylmethyl)-malonic acid diethyl ester), [Cl-].[Na+] (sodium chloride). Run in CS(=O)C (DMSO), O (water). Yields the product C(C)OC(CCC1=CC=C(C2=C1C=CO2)Cl)=O (3-(7-Chloro-benzofuran-4-yl)-propionic acid ethyl ester). The yield is 66.6%. Reaction SMILES: [CH2:1]([O:3][C:4](=[O:22])[CH:5]([CH2:11][C:12]1[C:17]2[CH:18]=[CH:19][O:20][C:16]=2[C:15]([Cl:21])=[CH:14][CH:13]=1)C(OCC)=O)[CH3:2].[Cl-].[Na+]>CS(C)=O.O>[CH2:1]([O:3][C:4](=[O:22])[CH2:5][CH2:11][C:12]1[C:17]2[CH:18]=[CH:19][O:20][C:16]=2[C:15]([Cl:21])=[CH:14][CH:13]=1)[CH3:2] |f:1.2|. Procedure: A mixture of 2-(7-chloro-benzofuran-4-ylmethyl)-malonic acid diethyl ester (2.47 g) and sodium chloride (0.656 g) in DMSO (12 ml) and water (0.5 ml) was heated at 200° for 4 h under nitrogen. The cooled mixture was partitioned between water (80 ml) and ether (3×50 ml) and the combined organic extracts washed with brine (3×50 ml) and dried (MgSO4). The solvent was evaporated to give the title compound as a brown oil (1.28 g) The reactants are C1COCCO1, Cl, OCC=Cc1cc(F)ccc1F. Yields the product Fc1ccc(F)c(C=CCCl)c1. As a reaction SMILES: [CH2:14]1[O:15][CH2:16][CH2:17][O:18][CH2:19]1.[ClH:13].[F:1][c:2]1[c:3]([CH:9]=[CH:10][CH2:11][OH:12])[cH:4][c:5]([F:8])[cH:6][cH:7]1>>[F:1][c:2]1[c:3]([CH:9]=[CH:10][CH2:11][Cl:13])[cH:4][c:5]([F:8])[cH:6][cH:7]1.